From a dataset of the Open Reaction Database (ORD), a public repository of structured organic reaction records. describe an organic reaction: reactants, conditions, products, and yield Starting materials: CC(C)(C)n1nc(Nc2ccccc2)c(C#N)c1N, CCO, [K+], [OH-], O, OO. Product: CC(C)(C)n1nc(Nc2ccccc2)c(C(N)=O)c1N. As a reaction SMILES: [C:1]([CH3:2])([CH3:3])([CH3:4])[n:5]1[n:6][c:7]([NH:13][c:14]2[cH:15][cH:16][cH:17][cH:18][cH:19]2)[c:8]([C:11]#[N:12])[c:9]1[NH2:10].[CH3:20][CH2:21][OH:22].[K+:24].[OH-:23].[OH2:27].[OH:25][OH:26]>>[C:1]([CH3:2])([CH3:3])([CH3:4])[n:5]1[n:6][c:7]([NH:13][c:14]2[cH:15][cH:16][cH:17][cH:18][cH:19]2)[c:8]([C:11]([NH2:12])=[O:22])[c:9]1[NH2:10]. The reactants are C1(=CC=CC=C1)CC(=O)NC1C(NC1)=O (3-(2-Phenylacetamido)-2-azetidinone), BrC(C(=O)OCC1=CC=CC=C1)C1=CC=C(C=C1)OCC1=CC=CC=C1 (benzyl 2-bromo-2-(4-benzyloxyphenyl)acetate), [H-].[Na+] (sodium hydride). Run in CN(C=O)C (N,N-dimethylformamide). Product: C(C1=CC=CC=C1)OC(=O)C(C1=CC=C(C=C1)OCC1=CC=CC=C1)N1C(C(C1)NC(CC1=CC=CC=C1)=O)=O (1-(α-benzyloxycarbonyl-4-benzyloxybenzyl)-3-(2-phenylacetamido)-2-azetidinone). Reaction SMILES: [C:1]1([CH2:7][C:8]([NH:10][CH:11]2[CH2:14][NH:13][C:12]2=[O:15])=[O:9])[CH:6]=[CH:5][CH:4]=[CH:3][CH:2]=1.Br[CH:17]([C:28]1[CH:33]=[CH:32][C:31]([O:34][CH2:35][C:36]2[CH:41]=[CH:40][CH:39]=[CH:38][CH:37]=2)=[CH:30][CH:29]=1)[C:18]([O:20][CH2:21][C:22]1[CH:27]=[CH:26][CH:25]=[CH:24][CH:23]=1)=[O:19].[H-].[Na+]>CN(C)C=O>[CH2:21]([O:20][C:18]([CH:17]([N:13]1[CH2:14][CH:11]([NH:10][C:8](=[O:9])[CH2:7][C:1]2[CH:6]=[CH:5][CH:4]=[CH:3][CH:2]=2)[C:12]1=[O:15])[C:28]1[CH:33]=[CH:32][C:31]([O:34][CH2:35][C:36]2[CH:41]=[CH:40][CH:39]=[CH:38][CH:37]=2)=[CH:30][CH:29]=1)=[O:19])[C:22]1[CH:23]=[CH:24][CH:25]=[CH:26][CH:27]=1 |f:2.3|. Reported procedure: 3-(2-Phenylacetamido)-2-azetidinone (750 mg.) and benzyl 2-bromo-2-(4-benzyloxyphenyl)acetate (1.51 g.) was added to anhydrous N,N-dimethylformamide (10 ml.), and disdolved in it by warming for a while. The solution was cooled in an ice-water bath, and to the solution was added all at once sodium hydride (50% oily) (178 mg.) under stirring. After removing the cooling bath, the reaction mixture was stirred for 30 minutes to which ethyl acetate was added. The reaction mixture was filtered and the ... Starting materials: O=C([O-])[O-], CCn1c(=O)c2[nH]c(C=Cc3cccc(OC)c3)nc2n(CC)c1=O, CI, CN(C)C=O, [K+], [K+]. Yields the product CCn1c(=O)c2c(nc(C=Cc3cccc(OC)c3)n2C)n(CC)c1=O. As a reaction SMILES: [C:26](=[O:27])([O-:28])[O-:29].[CH2:1]([CH3:2])[n:3]1[c:4](=[O:5])[n:6]([CH2:24][CH3:25])[c:7]2[n:8][c:9]([CH:14]=[CH:15][c:16]3[cH:17][c:18]([O:22][CH3:23])[cH:19][cH:20][cH:21]3)[nH:10][c:11]2[c:12]1=[O:13].[CH3:32][I:33].[CH3:34][N:35]([CH3:36])[CH:37]=[O:38].[K+:30].[K+:31]>>[CH2:1]([CH3:2])[n:3]1[c:4](=[O:5])[n:6]([CH2:24][CH3:25])[c:7]2[n:8][c:9]([CH:14]=[CH:15][c:16]3[cH:17][c:18]([O:22][CH3:23])[cH:19][cH:20][cH:21]3)[n:10]([CH3:26])[c:11]2[c:12]1=[O:13]. The reactants are C(C)(=O)C=1C=C2C(=C(C3=CC(=CC1N23)OC)CC)C2=CC=C(C=C2)OC (4-acetyl-1-ethyl-6-methoxy-2-(4-methoxyphenyl)pyrrolo[2,1,5-cd]indolizine), B(Br)(Br)Br (boron tribromide). Solvent: ClCCl (dichloromethane), ClCCl (dichloromethane). The product is C(C)(=O)C=1C=C2C(=C(C3=CC(=CC1N23)O)CC)C2=CC=C(C=C2)O (4-Acetyl-1-ethyl-6-hydroxy-2-(4-hydroxyphenyl)pyrrolo[2,1,5-cd]indolizine). Yield: 95.6%. As a reaction SMILES: [C:1]([C:4]1[CH:5]=[C:6]2[N:14]3[C:9](=[CH:10][C:11]([O:15]C)=[CH:12][C:13]=13)[C:8]([CH2:17][CH3:18])=[C:7]2[C:19]1[CH:24]=[CH:23][C:22]([O:25]C)=[CH:21][CH:20]=1)(=[O:3])[CH3:2].B(Br)(Br)Br>ClCCl>[C:1]([C:4]1[CH:5]=[C:6]2[N:14]3[C:9](=[CH:10][C:11]([OH:15])=[CH:12][C:13]=13)[C:8]([CH2:17][CH3:18])=[C:7]2[C:19]1[CH:20]=[CH:21][C:22]([OH:25])=[CH:23][CH:24]=1)(=[O:3])[CH3:2]. Reported procedure: A solution of 4-acetyl-1-ethyl-6-methoxy-2-(4-methoxyphenyl)pyrrolo[2,1,5-cd]indolizine (0.2 g, 0.58 mmol) in 5 ml of dry dichloromethane was cooled to -65° C. and stirred in a nitrogen atmosphere, while 1.61 ml of a 1M boron tribromide solution in dichloromethane was added. The cooling source was removed and the mixture was stirred for seventy-two hours at room temperature. The mixture was neutralized with a saturated sodium hydrogen carbonate solution. The precipitate was isolated and dried to... Starting materials: S(=O)(=O)([O-])S(=O)[O-].[Na+].[Na+] (sodium metabisulfite), ClC=1C=C(C(=O)OO)C=CC1 (3-chloroperoxybenzoic acid), BrC1=C(NC(=C1S(=O)(=O)C(F)(F)F)C1=CC=C(C=C1)Cl)SC(F)(F)F (3-bromo-5-(p-chlorophenyl)-4-[(trifluoromethyl)sulfonyl]-2-[(trifluoromethyl)thio]pyrrole). The solvent is C(Cl)(Cl)Cl (chloroform), C(Cl)(Cl)Cl (chloroform), C(Cl)Cl (methylene chloride). Conditions: time 2 hour. Yields the product BrC1=C(NC(=C1S(=O)(=O)C(F)(F)F)C1=CC=C(C=C1)Cl)S(=O)C(F)(F)F (3-Bromo-5-(p-chlorophenyl)-2-[(trifluoromethyl)sulfinyl]-4-[(trifluoromethyl]sulfonyl]pyrrole). Isolated yield 60.4%. RXN SMILES: [Br:1][C:2]1[C:6]([S:7]([C:10]([F:13])([F:12])[F:11])(=[O:9])=[O:8])=[C:5]([C:14]2[CH:19]=[CH:18][C:17]([Cl:20])=[CH:16][CH:15]=2)[NH:4][C:3]=1[S:21][C:22]([F:25])([F:24])[F:23].ClC1C=C(C=CC=1)C(OO)=[O:31].S(S([O-])=O)([O-])(=O)=O.[Na+].[Na+]>C(Cl)(Cl)Cl.C(Cl)Cl>[Br:1][C:2]1[C:6]([S:7]([C:10]([F:11])([F:12])[F:13])(=[O:8])=[O:9])=[C:5]([C:14]2[CH:15]=[CH:16][C:17]([Cl:20])=[CH:18][CH:19]=2)[NH:4][C:3]=1[S:21]([C:22]([F:25])([F:24])[F:23])=[O:31] |f:2.3.4|. Reported procedure: A solution of 3-bromo-5-(p-chlorophenyl)-4-[(trifluoromethyl)sulfonyl]-2-[(trifluoromethyl)thio]pyrrole (0.4 g, 0.00082 mol) in chloroform (5 mL) is cooled with an ice bath, treated with a solution of 3-chloroperoxybenzoic acid (0.24 g, 60%, 0.00082 mol) in chloroform (10 mL), stirred for two hours, warmed to room temperature and stirred overnight. The reaction mixture is treated with saturated sodium metabisulfite solution, diluted with methylene chloride, washed with saturated sodium hydrogen ...